Dataset: the Open Reaction Database (ORD), a public repository of structured organic reaction records. Task: describe an organic reaction: reactants, conditions, products, and yield Reactants: CSC1=Nc2cccc3cccc1c23, CCO, I, NCCCCc1ccncc1. The product is I, c1cc2c3c(cccc3c1)C(NCCCCc1ccncc1)=N2. RXN SMILES: [CH3:13][S:14][C:15]1=[N:16][c:17]2[cH:18][cH:19][cH:20][c:21]3[c:22]2[c:23]1[cH:24][cH:25][cH:26]3.[CH3:27][CH2:28][OH:29].[IH:12].[n:1]1[cH:2][cH:3][c:4]([CH2:7][CH2:8][CH2:9][CH2:10][NH2:11])[cH:5][cH:6]1>>[IH:12].[n:1]1[cH:2][cH:3][c:4]([CH2:7][CH2:8][CH2:9][CH2:10][NH:11][C:15]2=[N:16][c:17]3[cH:18][cH:19][cH:20][c:21]4[c:22]3[c:23]2[cH:24][cH:25][cH:26]4)[cH:5][cH:6]1. The reactants are CCCc1nc(CC)c(Br)c(=O)n1Cc1ccc(-c2ccccc2C#N)cc1, Cc1ccnc(O)c1, CS(C)=O, CCOC(C)=O, [K+], [OH-]. As a reaction SMILES: [Br:1][c:2]1[c:3]([CH2:27][CH3:28])[n:4][c:5]([CH2:24][CH2:25][CH3:26])[n:6]([CH2:9][c:10]2[cH:11][cH:12][c:13](-[c:16]3[c:17]([C:22]#[N:23])[cH:18][cH:19][cH:20][cH:21]3)[cH:14][cH:15]2)[c:7]1=[O:8].[CH3:29][c:30]1[cH:31][c:32]([OH:36])[n:33][cH:34][cH:35]1.[CH3:39][S:40](=[O:41])[CH3:42].[CH3:43][CH2:44][O:45][C:46](=[O:47])[CH3:48].[K+:38].[OH-:37]>>[c:2]1([O:36][c:32]2[cH:31][c:30]([CH3:29])[cH:35][cH:34][n:33]2)[c:3]([CH2:27][CH3:28])[n:4][c:5]([CH2:24][CH2:25][CH3:26])[n:6]([CH2:9][c:10]2[cH:11][cH:12][c:13](-[c:16]3[c:17]([C:22]#[N:23])[cH:18][cH:19][cH:20][cH:21]3)[cH:14][cH:15]2)[c:7]1=[O:8]. Yields the product CCCc1nc(CC)c(Oc2cc(C)ccn2)c(=O)n1Cc1ccc(-c2ccccc2C#N)cc1. Product: CN1N=C(C(=C1)N1C(N(C=2C=NC=3C=CC(=CC3C21)C=2C=NC(=CC2)N2CCCC2)C)=O)C (1-(1,3-Dimethyl-1H-pyrazol-4-yl)-3-methyl-8-(6-pyrrolidin-1-yl-pyridin-3-yl)-1,3-dihydro-imidazo[4,5-c]quinolin-2-one). Reaction SMILES: Br[C:2]1[CH:11]=[CH:10][C:9]2[N:8]=[CH:7][C:6]3[N:12]([CH3:23])[C:13](=[O:22])[N:14]([C:15]4[C:16]([CH3:21])=[N:17][N:18]([CH3:20])[CH:19]=4)[C:5]=3[C:4]=2[CH:3]=1.[N:24]1([C:29]2[CH:34]=[CH:33][C:32](B3OC(C)(C)C(C)(C)O3)=[CH:31][N:30]=2)[CH2:28][CH2:27][CH2:26][CH2:25]1>>[CH3:20][N:18]1[CH:19]=[C:15]([N:14]2[C:5]3[C:4]4[CH:3]=[C:2]([C:32]5[CH:31]=[N:30][C:29]([N:24]6[CH2:25][CH2:26][CH2:27][CH2:28]6)=[CH:34][CH:33]=5)[CH:11]=[CH:10][C:9]=4[N:8]=[CH:7][C:6]=3[N:12]([CH3:23])[C:13]2=[O:22])[C:16]([CH3:21])=[N:17]1. Starting materials: BrC1=CC=2C3=C(C=NC2C=C1)N(C(N3C=3C(=NN(C3)C)C)=O)C (8-bromo-1-(1,3-dimethyl-1H-pyrazol-4-yl)-3-methyl-1,3-dihydro-imidazo[4,5-c]quinolin-2-one), BrC1=CC=2C3=C(C=NC2C=C1)N(C(N3C=3C(=NN(C3)C)C)=O)C (8-bromo-1-(1,3-dimethyl-1H-pyrazol-4-yl)-3-methyl-1,3-dihydro-imidazo[4,5-c]quinolin-2-one), N1(CCCC1)C1=NC=C(C=C1)B1OC(C)(C)C(C)(C)O1 (2-pyrrolidin-1-ylpyridine-5-boronic acid pinacol ester). Procedure details: The title compound was synthesized in a similar manner as described for Example 1.1 using 8-bromo-1-(1,3-dimethyl-1H-pyrazol-4-yl)-3-methyl-1,3-dihydro-imidazo[4,5-c]quinolin-2-one (Intermediate A) and 2-pyrrolidin-1-ylpyridine-5-boronic acid pinacol ester (Boron Molecular, Research Triangle Park, USA) to give the title compound as a white solid. (HPLC: tR 2.23 min (Method A); M+H=440 MS-ES; 1H-NMR (d6-DMSO, 400 MHz) 8.90 (s, 1H), 8.25-8.23 (m, 1H), 8.13-8.11 (m, 1H), 8.05-8.01 (m, 1H), 7.87-7.8... The reactants are CC1=C(C=CC(=C1)[N+](=O)[O-])N=C1NC2(CS1)CCCC2 (2-(2-methyl-4-nitrophenylimino)-3-thia-1-azaspiro[4.4]nonane), C(C=C)Br (allyl bromide). Product: CC1=C(C=CC(=C1)[N+](=O)[O-])N=C1N(C2(CS1)CCCC2)CC=C (2-(2-methyl-4-nitrophenylimino)-1-(prop-1-en-3-yl)-3-thia-1-azaspiro[4.4]nonane). Reaction SMILES: [CH3:1][C:2]1[CH:7]=[C:6]([N+:8]([O-:10])=[O:9])[CH:5]=[CH:4][C:3]=1[N:11]=[C:12]1[S:16][CH2:15][C:14]2([CH2:20][CH2:19][CH2:18][CH2:17]2)[NH:13]1.[CH2:21](Br)[CH:22]=[CH2:23]>>[CH3:1][C:2]1[CH:7]=[C:6]([N+:8]([O-:10])=[O:9])[CH:5]=[CH:4][C:3]=1[N:11]=[C:12]1[S:16][CH2:15][C:14]2([CH2:17][CH2:18][CH2:19][CH2:20]2)[N:13]1[CH2:23][CH:22]=[CH2:21]. Reported procedure: 1-Hydroxymethylcyclopentanamine was prepared according to Method B1c. The 2-hydroxyethylamine was converted to 1-chloromethylcyclopentanamine HCl salt according to Method B7e. 1-Chloromethylcyclopentanamine HCl salt was reacted with 2-methyl-4-nitrophenyl isothiocyanate according to Method C1e to give 2-(2-methyl-4-nitrophenylimino)-3-thia-1-azaspiro[4.4]nonane. The thiazolidine was reacted with allyl bromide according to Method D2e to give 2-(2-methyl-4-nitrophenylimino)-1-(prop-1-en-3-yl)-3-th...